From a dataset of the Open Reaction Database (ORD), a public repository of structured organic reaction records. describe an organic reaction: reactants, conditions, products, and yield The reactants are C(C(C)C)(=O)O (isobutyric acid), C(CCC)Br (n-butyl bromide), Cl (hydrogen chloride), C(C)(C)NC(C)C (diisopropylamine), C(CCC)[Li] (n-butyl lithium). The solvent is C1CCOC1 (THF), C1CCOC1 (THF), C1CCOC1 (THF). Conditions: temperature -50 celsius, time 30 minute. Yields the product COC(C(CCCC)(C)C)=O (2,2-dimethyl-hexanoic acid methyl ester). Isolated yield 71.2%. As a reaction SMILES: C(N[CH:5]([CH3:7])[CH3:6])(C)C.[CH2:8]([Li])[CH2:9][CH2:10][CH3:11].[C:13]([OH:18])(=[O:17])C(C)C.[CH2:19](Br)CCC.Cl>C1COCC1>[CH3:19][O:18][C:13](=[O:17])[C:5]([CH3:6])([CH3:7])[CH2:8][CH2:9][CH2:10][CH3:11]. Reported procedure: Anhydrous diisopropylamine (14.8 g, 0.146 mol) was dissolved in anhydrous THF (90 ml) under argon atmosphere. To the mixture stirred at -50° C. was added dropwise n-butyl lithium (1.62N, 90 ml, 0.146 mol) over a period of 30 minutes, and then a solution of isobutyric acid (6.4 g, 0.073 mol) in anhydrous THF (10 ml) was added over a period of 30 minutes. After the mixture was warmed to -5° C., n-butyl bromide (15.0 g, 0.11 mol) dissolved in 10 ml anhydrous THF was added dropwise. After 30 minutes... Starting materials: C(C)(C)(C)OC(=O)N1CC2=C(CC1)N(C=C2C2=CC=CC=C2)CC2=CC=C(C=C2)Cl (1-(4-Chloro-benzyl)-3-phenyl-1,4,6,7-tetrahydro-pyrrolo[3,2-c]pyridine-5-carboxylic acid tert-butyl ester), C(C)(C)(C)OC(=O)N1CCC(CC1)=O (4-oxo-piperidine-1-carboxylic acid tert-butyl ester), ClC1=C(CN)C=CC=C1 (2-chlorobenzylamine), [N+](=O)([O-])C=CC1=CC=CC=C1 ((2-nitro-vinyl)-benzene). The product is ClC1=CC=C(CN2C=C(C=3CNCCC32)C3=CC=CC=C3)C=C1 (1-(4-Chloro-benzyl)-3-phenyl-4,5,6,7-tetrahydro-1H-pyrrolo[3,2-c]pyridine). Reaction SMILES: C(OC([N:8]1[CH2:13][CH2:12][C:11]2[N:14]([CH2:23][C:24]3[CH:29]=[CH:28][C:27]([Cl:30])=[CH:26][CH:25]=3)[CH:15]=[C:16]([C:17]3[CH:22]=[CH:21][CH:20]=[CH:19][CH:18]=3)[C:10]=2[CH2:9]1)=O)(C)(C)C.C(OC(N1CCC(=O)CC1)=O)(C)(C)C.ClC1C=CC=CC=1CN.[N+](C=CC1C=CC=CC=1)([O-])=O>>[Cl:30][C:27]1[CH:26]=[CH:25][C:24]([CH2:23][N:14]2[C:11]3[CH2:12][CH2:13][NH:8][CH2:9][C:10]=3[C:16]([C:17]3[CH:22]=[CH:21][CH:20]=[CH:19][CH:18]=3)=[CH:15]2)=[CH:29][CH:28]=1. Reported procedure: 1-(4-Chloro-benzyl)-3-phenyl-1,4,6,7-tetrahydro-pyrrolo[3,2-c]pyridine-5-carboxylic acid tert-butyl ester. The desired compound (405.6 mg) was prepared from 0.53 g of 4-oxo-piperidine-1-carboxylic acid tert-butyl ester, 334 μL of 2-chlorobenzylamine, and 0.34 g of (2-nitro-vinyl)-benzene as in Example 1, Step A. MS (ESI): exact mass calculated for C25H27ClN2O2, 422.18. found, m/z 423.2 [M+H]+. The reactants are CCO, CCOC(C)=O, Cl, [H][H], O=C1NC(Cc2ccc([N+](=O)[O-])cc2)CO1, O. Product: Cl, Nc1ccc(CC2COC(=O)N2)cc1. As a reaction SMILES: [CH3:21][CH2:22][OH:23].[CH3:24][CH2:25][O:26][C:27](=[O:28])[CH3:29].[ClH:18].[H:19][H:20].[N+:1]([O-:2])(=[O:3])[c:4]1[cH:5][cH:6][c:7]([CH2:8][CH:9]2[NH:10][C:11](=[O:14])[O:12][CH2:13]2)[cH:15][cH:16]1.[OH2:17]>>[ClH:18].[NH2:1][c:4]1[cH:5][cH:6][c:7]([CH2:8][CH:9]2[NH:10][C:11](=[O:14])[O:12][CH2:13]2)[cH:15][cH:16]1. Starting materials: ice, S(O)(O)(=O)=O (sulfuric acid), CC1=[N+](C=C(C=C1)C)[O-] (2,5-dimethylpyridine N-oxide), [N+](=O)(O)[O-] (nitric acid). The solvent is [OH-].[Na+] (sodium hydroxide). Reaction conditions: temperature 90 celsius. Product: CC1=[N+](C=C(C(=C1)[N+](=O)[O-])C)[O-] (2,5-Dimethyl-4-nitropyridine N-Oxide). Yield: 52.0%. As a reaction SMILES: S(=O)(=O)(O)O.[CH3:6][C:7]1[CH:12]=[CH:11][C:10]([CH3:13])=[CH:9][N+:8]=1[O-:14].[N+:15]([O-])([OH:17])=[O:16]>[OH-].[Na+]>[CH3:6][C:7]1[CH:12]=[C:11]([N+:15]([O-:17])=[O:16])[C:10]([CH3:13])=[CH:9][N+:8]=1[O-:14] |f:3.4|. Procedure: To 75 mL of concentrated sulfuric acid at 0° C. was added 2,5-dimethylpyridine N-oxide (10 g, 0.08 mol) dropwise. 5.6 mL of fuming nitric acid (0.13 mol) was added to the mixture. The mixture was heated at 90° C. for 6 h, cooled, poured onto 500 mg ice, and neutralized with 120 mL of 50% sodium hydroxide solution. The solution was extracted with DCM (250 mL×5), and the combined organic phase was dried with anhydrous sodium sulfate and concentrated to give 7.0 g of the crude product as a yellow s... The reactants are C1(=CC=CC=C1)C=1OC(=C(N1)C(=O)O)C(F)(F)F (2-phenyl-5-trifluoromethyl-oxazole-4-carboxylic acid), NC=1C=CC(=NC1)NCCO (2-(5-amino-pyridin-2-ylamino)-ethanol), ON1N=NC2=C1C=CC=C2 (N-hydroxybenzotriazole), Cl.C(C)N=C=NCCCN(C)C (1-ethyl-3-(3-dimethylaminopropyl)carbodiimide hydrochloride). Solvent: C(Cl)Cl (methylene chloride), CN(C)C=O (DMF). Run at time 5 hour. The product is OCCNC1=CC=C(C=N1)NC(=O)C=1N=C(OC1C(F)(F)F)C1=CC=CC=C1 (2-phenyl-5-trifluoromethyl-oxazole-4-carboxylic acid [6-(2-hydroxy-ethylamino)-pyridin-3-yl]-amide). As a reaction SMILES: [C:1]1([C:7]2[O:8][C:9]([C:15]([F:18])([F:17])[F:16])=[C:10]([C:12]([OH:14])=O)[N:11]=2)[CH:6]=[CH:5][CH:4]=[CH:3][CH:2]=1.[NH2:19][C:20]1[CH:21]=[CH:22][C:23]([NH:26][CH2:27][CH2:28][OH:29])=[N:24][CH:25]=1.ON1C2C=CC=CC=2N=N1.Cl.C(N=C=NCCCN(C)C)C>C(Cl)Cl.CN(C=O)C>[OH:29][CH2:28][CH2:27][NH:26][C:23]1[N:24]=[CH:25][C:20]([NH:19][C:12]([C:10]2[N:11]=[C:7]([C:1]3[CH:2]=[CH:3][CH:4]=[CH:5][CH:6]=3)[O:8][C:9]=2[C:15]([F:18])([F:17])[F:16])=[O:14])=[CH:21][CH:22]=1 |f:3.4|. Procedure details: A mixture of 2-phenyl-5-trifluoromethyl-oxazole-4-carboxylic acid (311 mg, 1.21 mmol), 2-(5-amino-pyridin-2-ylamino)-ethanol (84 mg, 0.55 mmol), N-hydroxybenzotriazole (185 mg, 1.38 mmol), and 1-ethyl-3-(3-dimethylaminopropyl)carbodiimide hydrochloride (264 mg, 1.38 mmol) in a mixture of methylene chloride (5 mL) and DMF (1 mL) was stirred at room temperature for 5 hr. The solvents were removed, and lithium hydroxide hydrate (excess) in a mixed solvent of methanol, tetrahydrofuran, and water (3:... The reactants are CCOC(C)=O, Cc1nc(-n2cncn2)ccc1[N+](=O)[O-], [Cl-], [NH4+], [Zn]. Product: Cc1nc(-n2cncn2)ccc1N. Reaction SMILES: [CH3:18][CH2:19][O:20][C:21](=[O:22])[CH3:23].[CH3:3][c:4]1[n:5][c:6](-[n:13]2[n:14][cH:15][n:16][cH:17]2)[cH:7][cH:8][c:9]1[N+:10]([O-:11])=[O:12].[Cl-:1].[NH4+:2].[Zn:24]>>[CH3:3][c:4]1[n:5][c:6](-[n:13]2[n:14][cH:15][n:16][cH:17]2)[cH:7][cH:8][c:9]1[NH2:10]. Reactants: BrC=1C=C(C=CC1)[C@H](CCO)N1CCC2=CC=CC(=C12)OCC1=CC=CC=C1 ((3S)-(+)-3-(3-bromophenyl)-3-(7-benzyloxyindolin-1-yl)propan-1-ol). Run in light petroleum, C(C)(=O)OCC (ethyl acetate). Product: BrC=1C=C(C=CC1)[C@H](CCO)N1C=CC2=CC=CC(=C12)OCC1=CC=CC=C1 ((3S)-(+)-3-(3-Bromophenyl)-3-(7-benzyloxyindol-1-yl)propan-1-ol). Yield: 74.0%. Reaction SMILES: [Br:1][C:2]1[CH:3]=[C:4]([C@@H:8]([N:12]2[C:20]3[C:15](=[CH:16][CH:17]=[CH:18][C:19]=3[O:21][CH2:22][C:23]3[CH:28]=[CH:27][CH:26]=[CH:25][CH:24]=3)[CH2:14][CH2:13]2)[CH2:9][CH2:10][OH:11])[CH:5]=[CH:6][CH:7]=1>C(OCC)(=O)C>[Br:1][C:2]1[CH:3]=[C:4]([C@@H:8]([N:12]2[C:20]3[C:15](=[CH:16][CH:17]=[CH:18][C:19]=3[O:21][CH2:22][C:23]3[CH:28]=[CH:27][CH:26]=[CH:25][CH:24]=3)[CH:14]=[CH:13]2)[CH2:9][CH2:10][OH:11])[CH:5]=[CH:6][CH:7]=1. Reported procedure: The title compound was prepared from (3S)-(+)-3-(3-bromophenyl)-3-(7-benzyloxyindolin-1-yl)propan-1-ol (13b) by a sequence analogous to that described immediately above. Column chromatography (ethyl acetate--light petroleum (b.p. 40-60° C.), 1:4) provided the title compound (74%) as a yellow/brown oil; [α]D22 +188 (c=0.007 gml-1, CHCl3).